This data is from the Open Reaction Database (ORD), a public repository of structured organic reaction records. The task is: describe an organic reaction: reactants, conditions, products, and yield Starting materials: C1(CCCC1)CN (cyclopentylmethylamine), C(=O)(O)C=1C=C2C=CNC2=CC1 (5-carboxyindole), Cl.CN(CCCN=C=NCC)C (1-(3-dimethylaminopropyl)-3-ethylcarbodiimide hydrochloride). The reagents and catalysts are CN(C1=CC=NC=C1)C (4-(dimethylamino)pyridine). Run in ClCCl (dichloromethane), ClCCl (dichloromethane). The product is C1(CCCC1)CNC(=O)C=1C=C2C=CNC2=CC1 (5-(N-cyclopentylmethylcarbamoyl)indole). Isolated yield 79.5%. Reaction SMILES: [CH:1]1([CH2:6][NH2:7])[CH2:5][CH2:4][CH2:3][CH2:2]1.[C:8]([C:11]1[CH:12]=[C:13]2[C:17](=[CH:18][CH:19]=1)[NH:16][CH:15]=[CH:14]2)(O)=[O:9].Cl.CN(C)CCCN=C=NCC>CN(C)C1C=CN=CC=1.ClCCl>[CH:1]1([CH2:6][NH:7][C:8]([C:11]2[CH:12]=[C:13]3[C:17](=[CH:18][CH:19]=2)[NH:16][CH:15]=[CH:14]3)=[O:9])[CH2:5][CH2:4][CH2:3][CH2:2]1 |f:2.3|. Procedure: A solution of cyclopentylmethylamine (2.66 g), 5-carboxyindole (4.76 g), 4-(dimethylamino)pyridine (3.60 g) and 1-(3-dimethylaminopropyl)-3-ethylcarbodiimide hydrochloride (5.67 g) in dichloromethane (60 ml) was stirred for 12 hours under an atmosphere of nitrogen. The amber solution was diluted with dichloromethane (150 ml), washed successively with 10% (w/v) aqueous sodium carbonate, 10% (v/v) hydrochloric acid, water, and brine, dried (MgSO4), and evaporated. The residual amber oil was purifi... Reactants: ClC1=CC(=CC=C1)C(=O)OO (3-chloroperbenzoic acid), COC1=CC=C(C=C1)C=1N=C(N(C1C1=CC=C(C=C1)OC)C)SC1=CC=CC=C1 (4,5-bis(4-methoxyphenyl)-2-phenylthio-1-methylimidazole). Solvent: ClCCl (dichloromethane), ClCCl (dichloromethane). Conditions: time 3 hour. Product: COC1=CC=C(C=C1)C=1N=C(N(C1C1=CC=C(C=C1)OC)C)S(=O)C1=CC=CC=C1 (4,5-bis(4-methoxyphenyl)-2-phenylsulfinyl-1-methylimidazole). Yield: 72.8%. As a reaction SMILES: ClC1C=CC=C(C(OO)=[O:9])C=1.[CH3:12][O:13][C:14]1[CH:19]=[CH:18][C:17]([C:20]2[N:21]=[C:22]([S:34][C:35]3[CH:40]=[CH:39][CH:38]=[CH:37][CH:36]=3)[N:23]([CH3:33])[C:24]=2[C:25]2[CH:30]=[CH:29][C:28]([O:31][CH3:32])=[CH:27][CH:26]=2)=[CH:16][CH:15]=1>ClCCl>[CH3:12][O:13][C:14]1[CH:15]=[CH:16][C:17]([C:20]2[N:21]=[C:22]([S:34]([C:35]3[CH:40]=[CH:39][CH:38]=[CH:37][CH:36]=3)=[O:9])[N:23]([CH3:33])[C:24]=2[C:25]2[CH:30]=[CH:29][C:28]([O:31][CH3:32])=[CH:27][CH:26]=2)=[CH:18][CH:19]=1. Procedure details: A solution of 2.164 g of 3-chloroperbenzoic acid (80%) in 150 ml of dichloromethane is added dropwise to a solution of 4.03 g of 4,5-bis(4-methoxyphenyl)-2-phenylthio-1-methylimidazole in 100 ml of dichloromethane. The solution is agitated for 3 hours at room temperature, washed with sodium bicarbonate solution, dried over sodium sulfate, and concentrated to dryness under vacuum. The residue is chromatographed on 200 g of silica gel with ethyl acetate/cyclohexane 2:3, thus obtaining 3.05 g of 4,... Starting materials: O=C([O-])[O-], CI, [K+], [K+], CN(C)C=O, C1COCCO1, O, O=Cc1cccc(-c2nnn[nH]2)c1. The product is Cn1nnc(-c2cccc(C=O)c2)n1. Reaction SMILES: [C:14](=[O:15])([O-:16])[O-:17].[CH3:20][I:21].[K+:18].[K+:19].[O:23]=[CH:24][N:25]([CH3:26])[CH3:27].[O:28]1[CH2:29][CH2:30][O:31][CH2:32][CH2:33]1.[OH2:22].[nH:1]1[n:2][n:3][n:4][c:5]1-[c:6]1[cH:7][c:8]([CH:9]=[O:10])[cH:11][cH:12][cH:13]1>>[n:1]1[n:2][n:3]([CH3:14])[n:4][c:5]1-[c:6]1[cH:7][c:8]([CH:9]=[O:10])[cH:11][cH:12][cH:13]1. The reactants are C[Si](C)(C)CCOCN(COCC[Si](C)(C)C)c1cc(C2CCN(C(=O)OCc3ccccc3)CC2)nc2ccnn12, CC#N, O=C1CCC(=O)N1I. Product: C[Si](C)(C)CCOCN(COCC[Si](C)(C)C)c1cc(C2CCN(C(=O)OCc3ccccc3)CC2)nc2c(I)cnn12. Reaction SMILES: [CH3:1][Si:2]([CH2:3][CH2:4][O:5][CH2:6][N:7]([c:8]1[cH:9][c:10]([CH:17]2[CH2:18][CH2:19][N:20]([C:23](=[O:24])[O:25][CH2:26][c:27]3[cH:28][cH:29][cH:30][cH:31][cH:32]3)[CH2:21][CH2:22]2)[n:11][c:12]2[n:13]1[n:14][cH:15][cH:16]2)[CH2:33][O:34][CH2:35][CH2:36][Si:37]([CH3:38])([CH3:39])[CH3:40])([CH3:41])[CH3:42].[CH3:51][C:52]#[N:53].[O:43]=[C:44]1[N:45]([I:50])[C:46](=[O:47])[CH2:48][CH2:49]1>>[CH3:1][Si:2]([CH2:3][CH2:4][O:5][CH2:6][N:7]([c:8]1[cH:9][c:10]([CH:17]2[CH2:18][CH2:19][N:20]([C:23](=[O:24])[O:25][CH2:26][c:27]3[cH:28][cH:29][cH:30][cH:31][cH:32]3)[CH2:21][CH2:22]2)[n:11][c:12]2[n:13]1[n:14][cH:15][c:16]2[I:50])[CH2:33][O:34][CH2:35][CH2:36][Si:37]([CH3:38])([CH3:39])[CH3:40])([CH3:41])[CH3:42]. The reactants are C(C1=CC=CC=C1)N1N=CC(=C1)B1OC(C(O1)(C)C)(C)C (1-benzyl-4-(4,4,5,5-tetramethyl-1,3,2-dioxaborolan-2-yl)-1H-pyrazole), CO[C@H]1[C@@H](C[C@@H]2CN3CCC4=C([C@H]3C[C@@H]2[C@@H]1C(=O)OC)NC5=C4C=CC(=C5)OC)OC(=O)C6=CC(=C(C(=C6)OC)OC)OC (Hypersil), C(C)#N (acetonitrile), C(C)#N (acetonitrile), H+. The product is C(C1=CC=CC=C1)N1N=CC(=C1)C1=C(C#N)C=CC=N1 (2-(1-Benzyl-1H-pyrazol-4-yl)-nicotinonitrile). RXN SMILES: [CH2:1]([N:8]1[CH:12]=[C:11](B2OC(C)(C)C(C)(C)O2)[CH:10]=[N:9]1)[C:2]1[CH:7]=[CH:6][CH:5]=[CH:4][CH:3]=1.CO[C@@H]1[C@@H](C(OC)=O)[C@@H:36]2[C@@H:27]([CH2:28][N:29]3[C@H:34]([CH2:35]2)C2NC4C=C(OC)C=CC=4C=2CC3)[CH2:26][C@H]1OC(C1C=C(OC)C(OC)=C(OC)C=1)=O.C(#[N:68])C>>[CH2:1]([N:8]1[CH:12]=[C:11]([C:28]2[N:29]=[CH:34][CH:35]=[CH:36][C:27]=2[C:26]#[N:68])[CH:10]=[N:9]1)[C:2]1[CH:3]=[CH:4][CH:5]=[CH:6][CH:7]=1. Procedure: The title compound was prepared from 1-benzyl-4-(4,4,5,5-tetramethyl-1,3,2-dioxaborolan-2-yl)-1H-pyrazole using General Procedure 3. 1H NMR (DMSO-d6, 400 MHz) δ 5.46 (s, 2H), 7.30-7.38 (m, 5H), 7.41 (dd, J=4.9 Hz, J=7.9 Hz, 1H), 8.21 (s, 1H), 8.30 (dd, J=1.8 Hz, J=7.9 Hz, 1H), 8.62 (s, 1H), 8.80 (dd, J=1.7 Hz, J=4.8 Hz, 1H); RP-HPLC (Hypersil® HS C18, 5 μm, 100 Å, 25 cm; 50%-100% acetonitrile-0.1M ammonium acetate over 10 min, 1 mL/min), then 100% acetonitrile isocratic 2 minutes, Rt 5.95 min. (...